The task is: describe an organic reaction: reactants, conditions, products, and yield. This data is from the Open Reaction Database (ORD), a public repository of structured organic reaction records. Reactants: N#CC1(c2ccc(Br)cc2)CC1, Cl, [K+], [OH-], O, OCCO. The product is O=C(O)C1(c2ccc(Br)cc2)CC1. As a reaction SMILES: [Br:7][c:8]1[cH:9][cH:10][c:11]([C:14]2([C:17]#[N:18])[CH2:15][CH2:16]2)[cH:12][cH:13]1.[ClH:19].[K+:2].[OH-:1].[OH2:20].[OH:3][CH2:4][CH2:5][OH:6]>>[O:1]=[C:17]([OH:3])[C:14]1([c:11]2[cH:10][cH:9][c:8]([Br:7])[cH:13][cH:12]2)[CH2:15][CH2:16]1. The reactants are CCOCc1nc2cnc3ccc(OCc4ccccc4)cc3c2n1CC(C)(C)NS(C)(=O)=O, ClC(Cl)Cl, O=C(OO)c1cccc(Cl)c1. Yields the product CCOCc1nc2c[n+]([O-])c3ccc(OCc4ccccc4)cc3c2n1CC(C)(C)NS(C)(=O)=O. Reaction SMILES: [CH2:12]([c:13]1[cH:14][cH:15][cH:16][cH:17][cH:18]1)[O:19][c:20]1[cH:21][c:22]2[c:23]3[c:24]([cH:25][n:26][c:27]2[cH:28][cH:29]1)[n:30][c:31]([CH2:42][O:43][CH2:44][CH3:45])[n:32]3[CH2:33][C:34]([CH3:35])([CH3:36])[NH:37][S:38](=[O:39])(=[O:40])[CH3:41].[CH:46]([Cl:47])([Cl:48])[Cl:49].[OH:1][O:2][C:3]([c:4]1[cH:5][c:6]([Cl:7])[cH:8][cH:9][cH:10]1)=[O:11]>>[O-:1][n+:26]1[cH:25][c:24]2[c:23]([c:22]3[cH:21][c:20]([O:19][CH2:12][c:13]4[cH:14][cH:15][cH:16][cH:17][cH:18]4)[cH:29][cH:28][c:27]31)[n:32]([CH2:33][C:34]([CH3:35])([CH3:36])[NH:37][S:38](=[O:39])(=[O:40])[CH3:41])[c:31]([CH2:42][O:43][CH2:44][CH3:45])[n:30]2. Starting materials: CCO, Cn1c(C(F)(F)F)ccc(-c2cc([N+](=O)[O-])c(Cl)cc2F)c1=O, Cl, O, [Sn]. Yields the product Cn1c(C(F)(F)F)ccc(-c2cc(N)c(Cl)cc2F)c1=O. Reaction SMILES: [CH3:27][CH2:28][OH:29].[Cl:1][c:2]1[cH:3][c:4]([F:23])[c:5](-[c:11]2[c:12](=[O:22])[n:13]([CH3:21])[c:14]([C:17]([F:18])([F:19])[F:20])[cH:15][cH:16]2)[cH:6][c:7]1[N+:8]([O-:9])=[O:10].[ClH:25].[OH2:26].[Sn:24]>>[Cl:1][c:2]1[cH:3][c:4]([F:23])[c:5](-[c:11]2[c:12](=[O:22])[n:13]([CH3:21])[c:14]([C:17]([F:18])([F:19])[F:20])[cH:15][cH:16]2)[cH:6][c:7]1[NH2:8]. Isolated yield 0.3%. Procedure: To the derivatised resin (5), (120 mg) was added DCM (5 ml), DIPEA (0.1 ml, 0.6 mmol) and 2,3,4-trimethoxybenzoyl chloride (138 mg, 0.6 mmol). The solution was agitated for 12 h at RT then filtered and washed thoroughly with DCM. The resin was treated with 60% trifluoroacetic acid in DCM (1.5 ml) for 3 h with agitation and then filtered. The filtrate was evaporated in vacuo to give the crude product which was purified by preparative HPLC to afford the title compound (0.5 mg). Yields the product COC1=C(CNC2=CC=C(C=C2)C[C@@H](C(=O)O)NC2=C(C(C2=O)=O)NCCC)C=CC(=C1OC)OC ((S)-3-[4-(2,3,4-Trimethoxybenzylamino)phenyl]-2-(2-propylamino-3,4-dioxocyclobut-1-enylamino)propanoic acid). As a reaction SMILES: [NH2:1][C:2]1[CH:7]=[CH:6][C:5]([CH2:8][C@H:9]([NH:13][C:14]2[C:17](=[O:18])[C:16](=[O:19])[C:15]=2[NH:20][CH2:21][CH2:22][CH3:23])[C:10]([OH:12])=[O:11])=[CH:4][CH:3]=1.CCN(C(C)C)C(C)C.[CH3:33][O:34][C:35]1[C:43]([O:44][CH3:45])=[C:42]([O:46][CH3:47])[CH:41]=[CH:40][C:36]=1[C:37](Cl)=O>C(Cl)Cl>[CH3:33][O:34][C:35]1[C:43]([O:44][CH3:45])=[C:42]([O:46][CH3:47])[CH:41]=[CH:40][C:36]=1[CH2:37][NH:1][C:2]1[CH:3]=[CH:4][C:5]([CH2:8][C@H:9]([NH:13][C:14]2[C:17](=[O:18])[C:16](=[O:19])[C:15]=2[NH:20][CH2:21][CH2:22][CH3:23])[C:10]([OH:12])=[O:11])=[CH:6][CH:7]=1. Reactants: NC1=CC=C(C=C1)C[C@@H](C(=O)O)NC1=C(C(C1=O)=O)NCCC ((S)-3-(4-Aminophenyl)-2-(2-propylamino-3,4-dioxocyclobut-1-enylamino)propanoic acid), CCN(C(C)C)C(C)C (DIPEA), COC1=C(C(=O)Cl)C=CC(=C1OC)OC (2,3,4-trimethoxybenzoyl chloride). Reaction conditions: time 12 hour. Run in C(Cl)Cl (DCM). The reactants are CN1C(=O)C(F)(F)CN(C2CCCC2)c2nc(Cl)ncc21, Nc1cccc2c1OC(F)(F)O2. Product: CN1C(=O)C(F)(F)CN(C2CCCC2)c2nc(Nc3cccc4c3OC(F)(F)O4)ncc21. RXN SMILES: [Cl:1][c:2]1[n:3][cH:4][c:5]2[c:6]([n:21]1)[N:7]([CH:16]1[CH2:17][CH2:18][CH2:19][CH2:20]1)[CH2:8][C:9]([F:14])([F:15])[C:10](=[O:13])[N:11]2[CH3:12].[F:22][C:23]1([F:33])[O:24][c:25]2[c:26]([cH:28][cH:29][cH:30][c:31]2[NH2:32])[O:27]1>>[c:2]1([NH:32][c:31]2[c:25]3[c:26]([cH:28][cH:29][cH:30]2)[O:27][C:23]([F:22])([F:33])[O:24]3)[n:3][cH:4][c:5]2[c:6]([n:21]1)[N:7]([CH:16]1[CH2:17][CH2:18][CH2:19][CH2:20]1)[CH2:8][C:9]([F:14])([F:15])[C:10](=[O:13])[N:11]2[CH3:12].